The task is: describe an organic reaction: reactants, conditions, products, and yield. This data is from the Open Reaction Database (ORD), a public repository of structured organic reaction records. Reactants: O (water), OC=1C=CC(=C(CO)C1)[N+](=O)[O-] (5-hydroxy-2-nitrobenzyl alcohol), O.[F-].C(C)[N+](CC)(CC)CC (tetraethylammonium fluoride hydrate), ClCC1=NC2=CC=CC=C2C=C1 (2-chloromethylquinoline). Run in CN(C)C=O (DMF). Run at time 72 hour. Yields the product [N+](=O)([O-])C1=C(CO)C=C(C=C1)OCC1=NC2=CC=CC=C2C=C1 (2-nitro-5-(2-quinolylmethoxy)benzyl alcohol). The yield is 33.3%. RXN SMILES: [OH:1][C:2]1[CH:3]=[CH:4][C:5]([N+:10]([O-:12])=[O:11])=[C:6]([CH:9]=1)[CH2:7][OH:8].O.[F-].C([N+](CC)(CC)CC)C.Cl[CH2:25][C:26]1[CH:35]=[CH:34][C:33]2[C:28](=[CH:29][CH:30]=[CH:31][CH:32]=2)[N:27]=1.O>CN(C=O)C>[N+:10]([C:5]1[CH:4]=[CH:3][C:2]([O:1][CH2:25][C:26]2[CH:35]=[CH:34][C:33]3[C:28](=[CH:29][CH:30]=[CH:31][CH:32]=3)[N:27]=2)=[CH:9][C:6]=1[CH2:7][OH:8])([O-:12])=[O:11] |f:1.2.3|. Procedure: A mixture of 5-hydroxy-2-nitrobenzyl alcohol (5.1 g, 30 mmol), tetraethylammonium fluoride hydrate (8.94 g, 60 mmol) and 2-chloromethylquinoline (5.31 g, 30 mmol) in DMF (90 ml) was stirred at room temperature for 72 hours. The reaction mixture was then poured into water and extracted with ethyl acetate. The extract was dried over MgSO4 and concentrated in vacuo. To the residue was added methylene chloride (25 ml) and the solid was filtered to provide 3.1 g of 2-nitro-5-(2-quinolylmethoxy)benzyl... The reactants are O=C(O)C(Br)c1ccccc1, CC(=O)OC1N(C(C)(C)C)C(=O)C1(N)[SiH](C)C. The product is CC(=O)OC1N(C(C)(C)C)C(=O)C1(NC(=O)C(Br)c1ccccc1)[SiH](C)C. Reaction SMILES: [Br:18][CH:19]([C:20](=[O:21])[OH:22])[c:23]1[cH:24][cH:25][cH:26][cH:27][cH:28]1.[C:1]([CH3:2])(=[O:3])[O:4][CH:5]1[C:6]([NH2:14])([SiH:15]([CH3:16])[CH3:17])[C:7](=[O:13])[N:8]1[C:9]([CH3:10])([CH3:11])[CH3:12]>>[C:1]([CH3:2])(=[O:3])[O:4][CH:5]1[C:6]([NH:14][C:20]([CH:19]([Br:18])[c:23]2[cH:24][cH:25][cH:26][cH:27][cH:28]2)=[O:21])([SiH:15]([CH3:16])[CH3:17])[C:7](=[O:13])[N:8]1[C:9]([CH3:10])([CH3:11])[CH3:12]. The reactants are C(C1=CC=CC=C1)OC1=C(OC=CC1=O)C (3-Benzyloxy-2-methyl-4-pyrone), NCCCCO (1-amino-4-hydroxybutane), OCCN (2-hydroxyethylamine). Product: C(C1=CC=CC=C1)OC1=C(N(C=CC1=O)CCCCO)C (3-benzyloxy-1-(4'-hydroxybutyl)-2-methylpyrid-4-one). Reaction SMILES: [CH2:1]([O:8][C:9]1[C:14](=[O:15])[CH:13]=[CH:12]O[C:10]=1[CH3:16])[C:2]1[CH:7]=[CH:6][CH:5]=[CH:4][CH:3]=1.[NH2:17][CH2:18][CH2:19][CH2:20][CH2:21][OH:22].OCCN>>[CH2:1]([O:8][C:9]1[C:14](=[O:15])[CH:13]=[CH:12][N:17]([CH2:18][CH2:19][CH2:20][CH2:21][OH:22])[C:10]=1[CH3:16])[C:2]1[CH:3]=[CH:4][CH:5]=[CH:6][CH:7]=1. Reported procedure: 3-Benzyloxy-2-methyl-4-pyrone, prepared as described under Example 10, is reacted with 1-amino-4-hydroxybutane under substantially similar conditions to those described under Example 11 for reaction with 2-hydroxyethylamine to give 3-benzyloxy-1-(4'-hydroxybutyl)-2-methylpyrid-4-one. This is deprotected using the procedure described under (I) to give 3-hydroxy-1-(4'-hydroxybutyl)-2-methylpyrid-4-one as white crystals, m.p. 126°-128° C.; νmax (nujol) 1630, 3350 cm-1 ; δ(d6DMSO) 1.5 (m, 4H), 2.45 ... Reactants: [H][H] (hydrogen), [H][H] (hydrogen), [H][H] (hydrogen), [RuI(p-Cymene)((+)-SO3Na-BINAP)]I, [Na+].[I-] (NaI), C(CC(=O)C)(=O)OCC (ethyl acetoacetate). The solvent is O (water). Run at temperature 65 celsius, time 40 hour. Product: OC(CC(=O)OCC)C (ethyl 3-hydroxybutyrate). The yield is 62.6%. Reaction SMILES: [Na+].[I-].[C:3]([O:9][CH2:10][CH3:11])(=[O:8])[CH2:4][C:5]([CH3:7])=[O:6].[H][H]>O>[OH:6][CH:5]([CH3:7])[CH2:4][C:3]([O:9][CH2:10][CH3:11])=[O:8] |f:0.1|. Reported procedure: Under a nitrogen gas atmosphere, 0.0096 g (7.3×10-6 mol) of [RuI(p-Cymene)((+)-SO3Na-BINAP)]I, 0.1164 g (7.8×10-4 mol) of NaI, 1 ml (7.5×10-3 mol) of ethyl acetoacetate, and 1.5 ml of water were charged in a 100 milli-liter autoclave. After displacing the inside atmosphere of the autoclave with a hydrogen gas, the autoclave was pressed at a hydrogen pressure of 50 kg/cm2 and the mixture was stirred for 40 hours at 65° C. After the reaction was over, the hydrogen gas was removed, and after added ... Starting materials: O=C1CC2=C(N1)SC(=C2)C(=O)OC(C)(C)C (tert-Butyl 5,6-dihydro-5-oxo-4H-thieno[2,3-b]pyrrole-2-carboxylate), ice water, N1C(=CC=C1)C=O (Pyrrole-2-carboxaldehyde). Solvent: N1CCCCC1 (piperidine), CC(C)O (2-propanol). Conditions: temperature 75 celsius. Product: O=C1\C(\C2=C(N1)SC(=C2)C(=O)OC(C)(C)C)=C/C=2NC=CC2 (tert-butyl (Z)-5,6-dihydro-5-oxo-4-[(1H-pyrrol-2-yl)methylene]-4H-thieno[2,3-b]pyrrole-2-carboxylate). Isolated yield 15.8%. RXN SMILES: [O:1]=[C:2]1[NH:6][C:5]2[S:7][C:8]([C:10]([O:12][C:13]([CH3:16])([CH3:15])[CH3:14])=[O:11])=[CH:9][C:4]=2[CH2:3]1.[NH:17]1[CH:21]=[CH:20][CH:19]=[C:18]1[CH:22]=O>N1CCCCC1.CC(O)C>[O:1]=[C:2]1[NH:6][C:5]2[S:7][C:8]([C:10]([O:12][C:13]([CH3:16])([CH3:15])[CH3:14])=[O:11])=[CH:9][C:4]=2/[C:3]/1=[CH:22]/[C:18]1[NH:17][CH:21]=[CH:20][CH:19]=1. Reported procedure: tert-Butyl 5,6-dihydro-5-oxo-4H-thieno[2,3-b]pyrrole-2-carboxylate (32 mg, 0.2 mmol) was dissolved in a solution of 1% piperidine in 2-propanol (1 ml). Pyrrole-2-carboxaldehyde (0.39 mmol, 37 mg) was added in one portion and the mixture heated at 75° C. for 1 hour. The reaction mixture was poured into an ice/water mixture (6 ml) and the precipitated solid was collected by filtration and washed with water to give 10 mg of tert-butyl (Z)-5,6-dihydro-5-oxo-4-[(1H-pyrrol-2-yl)methylene]-4H-thieno[2,... Starting materials: BrC1=CC(=C(C=C1)OC)S(=O)(=O)C (4-bromo-2-methanesulfonyl-1-methoxy-benzene), N1CCNCC1 (piperazine), CC(C)([O-])C.[Na+] (sodium tert-butoxide). The reagents and catalysts are C=1C=CC(=CC1)/C=C/C(=O)/C=C/C2=CC=CC=C2.C=1C=CC(=CC1)/C=C/C(=O)/C=C/C2=CC=CC=C2.C=1C=CC(=CC1)/C=C/C(=O)/C=C/C2=CC=CC=C2.[Pd].[Pd] (Pd2(dba)3). Solvent: CCOCC (Et2O), O1CCOCC1 (dioxane). Yields the product CS(=O)(=O)C=1C=C(C=CC1OC)N1CCNCC1 (1-(3-Methanesulfonyl-4-methoxy-phenyl)-piperazine). As a reaction SMILES: Br[C:2]1[CH:7]=[CH:6][C:5]([O:8][CH3:9])=[C:4]([S:10]([CH3:13])(=[O:12])=[O:11])[CH:3]=1.[NH:14]1[CH2:19][CH2:18][NH:17][CH2:16][CH2:15]1.CC(C)([O-])C.[Na+]>O1CCOCC1.CCOCC.C1C=CC(/C=C/C(/C=C/C2C=CC=CC=2)=O)=CC=1.C1C=CC(/C=C/C(/C=C/C2C=CC=CC=2)=O)=CC=1.C1C=CC(/C=C/C(/C=C/C2C=CC=CC=2)=O)=CC=1.[Pd].[Pd]>[CH3:13][S:10]([C:4]1[CH:3]=[C:2]([N:14]2[CH2:19][CH2:18][NH:17][CH2:16][CH2:15]2)[CH:7]=[CH:6][C:5]=1[O:8][CH3:9])(=[O:12])=[O:11] |f:2.3,6.7.8.9.10|. Procedure details: A mixture of 4-bromo-2-methanesulfonyl-1-methoxy-benzene (0.65 g,), piperazine (0.43 g,), sodium tert-butoxide (0.13 g) BINAP (19 mg) and [Pd2(dba)3 (27 mg) in dioxane (5 ml) was heated under argon at 100° C. for 24 h. After cooling to room temperature, the reaction mixture was taken up in Et2O (40-50 ml) and washed with brine (15-20 ml). The organic fraction was dried (MgSO4), filtered and evaporated to dryness. The crude material was purified by flash chromatography on silica gel using CH2Cl2:...